This data is from the Open Reaction Database (ORD), a public repository of structured organic reaction records. The task is: describe an organic reaction: reactants, conditions, products, and yield Starting materials: COc1ccc(C(=O)NC(C(=O)N2CCCC2C(=O)O)C(C)C)cc1, CC(C)C(N)C(O)C(F)(F)F. Yields the product COc1ccc(C(=O)NC(C(=O)N2CCCC2C(=O)NC(C(C)C)C(O)C(F)(F)F)C(C)C)cc1. Reaction SMILES: [CH3:1][O:2][c:3]1[cH:4][cH:5][c:6]([C:7](=[O:8])[NH:9][CH:10]([CH:11]([CH3:12])[CH3:13])[C:14](=[O:15])[N:16]2[CH:17]([C:18](=[O:19])[OH:20])[CH2:21][CH2:22][CH2:23]2)[cH:24][cH:25]1.[NH2:26][CH:27]([CH:28]([C:29]([F:30])([F:31])[F:32])[OH:33])[CH:34]([CH3:35])[CH3:36]>>[CH3:1][O:2][c:3]1[cH:4][cH:5][c:6]([C:7](=[O:8])[NH:9][CH:10]([CH:11]([CH3:12])[CH3:13])[C:14](=[O:15])[N:16]2[CH:17]([C:18](=[O:19])[NH:26][CH:27]([CH:28]([C:29]([F:30])([F:31])[F:32])[OH:33])[CH:34]([CH3:35])[CH3:36])[CH2:21][CH2:22][CH2:23]2)[cH:24][cH:25]1. Reactants: BrC=1C=CC2=C(NC(C3(CC3)O2)=O)C1 (6-bromospiro[4H-1,4-benzoxazine-2,1′-cyclopropane]-3-one), solution. Solvent: C1CCOC1 (THF), C1CCOC1 (THF). Yields the product BrC=1C=CC2=C(NCC3(CC3)O2)C1 (6-bromospiro[3,4-dihydro-1,4-benzoxazine-2,1′-cyclopropane]). The yield is 93.9%. RXN SMILES: [Br:1][C:2]1[CH:3]=[CH:4][C:5]2[O:12][C:9]3([CH2:11][CH2:10]3)[C:8](=O)[NH:7][C:6]=2[CH:14]=1>C1COCC1>[Br:1][C:2]1[CH:3]=[CH:4][C:5]2[O:12][C:9]3([CH2:10][CH2:11]3)[CH2:8][NH:7][C:6]=2[CH:14]=1. Procedure details: To a stirred solution of 6-bromospiro[4H-1,4-benzoxazine-2,1′-cyclopropane]-3-one (2.6 g, 10.2 mmol) in THF (20 mL) was added 1 M solution of borane-tetrahydrofuran complex in THF (51.0 mL, 51.2 mmol). After refluxing for 6 h, the reaction mixture was cooled to room temperature and quenched by the addition of methanol. Volatiles were evaporated under reduced pressure, and the resulting residue was taken up in ethyl acetate and washed with saturated aq. sodium bicarbonate solution, water, and bri... Starting materials: ClCCO (2-chloroethanol), CP1CCCC1 (1-methyl-phospholane). Solvent: C1(=CC=CC=C1)C (toluene). Product: [Cl-].C[P+]1(CCCC1)CCO (1-methyl-1-(2-hydroxyethyl)-phospholanium chloride). RXN SMILES: [Cl:1][CH2:2][CH2:3][OH:4].[CH3:5][P:6]1[CH2:10][CH2:9][CH2:8][CH2:7]1>C1(C)C=CC=CC=1>[Cl-:1].[CH3:5][P+:6]1([CH2:2][CH2:3][OH:4])[CH2:10][CH2:9][CH2:8][CH2:7]1 |f:3.4|. Procedure details: 16.1 g (0.2 mole) of 2-chloroethanol were added to a solution of 20.4 g (0.2 mole) of 1-methyl-phospholane in 200 ml of toluene at room temperature, whilst stirring. The reaction mixture was then left to stand for some hours at room temperature and the precipitate which had separated out was then filtered off. This gave 1-methyl-1-(2-hydroxyethyl)-phospholanium chloride in the form of hygroscopic crystals of melting point 78°-80° C.